Dataset: the Open Reaction Database (ORD), a public repository of structured organic reaction records. Task: describe an organic reaction: reactants, conditions, products, and yield Solvent: O (water). The reactants are C(C)(=O)C1C(OCC1)=O (3-acetyldihydro-2(3H)-furanone), C1(=CC=C(C=C1)S(=O)(=O)O)C (p-toluenesulfonic acid), C1(=CC=C(C=C1)S(=O)(=O)O)C (p-toluenesulfonic acid), C=1C=CC2=C(C1)C(=CN2)CCO (tryptophol), C1=CC=CC=C1 (benzene). The product is CC1(OCCC2=C1NC1=CC=CC=C21)C2C(OCC2)=O (Dihydro-3-(1,3,4,9-tetrahydro-1-methylpyrano[3,4-b]indol-1-yl)-2(3H)-furanone). RXN SMILES: [C:1]([CH:4]1[CH2:8][CH2:7][O:6][C:5]1=[O:9])(=[O:3])[CH3:2].[CH:10]1[CH:11]=[CH:12][C:13]2[NH:18][CH:17]=[C:16]([CH2:19][CH2:20]O)[C:14]=2[CH:15]=1.C1C=CC=CC=1.C1(C)C=CC(S(O)(=O)=O)=CC=1>O>[CH3:2][C:1]1([CH:4]2[CH2:8][CH2:7][O:6][C:5]2=[O:9])[C:17]2[NH:18][C:13]3[C:14]([C:16]=2[CH2:19][CH2:20][O:3]1)=[CH:15][CH:10]=[CH:11][CH:12]=3. Reported procedure: To a solution consisting of 3-acetyldihydro-2(3H)-furanone (25.6 g, 0.2 mole), tryptophol (32.2 g, 0.2 mole) and benzene (700 ml), p-toluenesulfonic acid (0.50 g) is added. The flask is equipped with a water separator and a condenser. The mixture is stirred at reflux for one hr. More p-toluenesulfonic acid (0.50 g) is added and the solution is refluxed for 18 hr. The dark solution is cooled and stirred in presence of silica gel (100 g) for 5 min. The mixture is filtered on diatomaceous earth and... The reactants are N-toluenesulphonylhydrazide, O=C1C2C3(CCC(C(C3(CC1)O)(C)C)C2)C (1,2,3,4,4a,5,6,7,8,8a-decahydro-2-oxo-4a-hydroxy-5,5,8a-trimethyl-1,6-methanonaphthalene), C(=O)(O)[O-].[Na+] (NaHCO3). Solvent: C(C)(=O)O (acetic acid). Run at temperature 25 celsius. Product: SiO2 CH2Cl2, CC1(C2CCC3(C1(CC=CC3C2)O)C)C ((+)-norpatchoulenol). Isolated yield 66.0%. Reaction SMILES: O=[C:2]1[CH2:11][CH2:10][C:9]2([OH:12])[C:4]3([CH3:16])[CH2:5][CH2:6][CH:7]([CH2:15][CH:3]13)[C:8]2([CH3:14])[CH3:13].C([O-])(O)=O.[Na+]>C(O)(=O)C>[CH3:13][C:8]1([CH3:14])[C:9]2([OH:12])[CH2:10][CH:11]=[CH:2][CH:3]3[CH2:15][CH:7]1[CH2:6][CH2:5][C:4]23[CH3:16] |f:1.2|. Procedure details: 9.3 mg of N-toluenesulphonylhydrazide was added to a solution of 11.1 mg of 1,2,3,4,4a,5,6,7,8,8a-decahydro-2-oxo-4a-hydroxy-5,5,8a-trimethyl-1,6-methanonaphthalene in hot acetic acid. The mixture was refluxed for 10 minutes, subsequently poured into saturated aqueous NaHCO3 solution, extracted with CH2Cl2 and evaporated. The solution of the residue in 4 ml of ether was treated slowly at 25° C. with a 1-N solution of methyllithium in ether (0.225 ml), then stirred at 25° C. under argon, then pou... Starting materials: C(C)(C)(C)OC(N[C@H]([C@H](C[C@@H](C(C)C)C(NCC(C)(C)C(N)=O)=O)O)C[C@@H](C(C)C)CC1=CC(=C(C=C1)OC)OCCCOC)=O (((1S,2S,4S)-4-(2-carbamoyl-2-methyl-propycarbamoyl)-2-hydroxy-1-{(S)-2-[4-methoxy-3-(3-methoxy-propoxy)-benzyl]-3-methylbutyl}-5-methyl-hexyl)-carbamic acid tert-butyl ester), C([O-])(O)=O.[Na+] (sodium bicarbonate). Run in Cl (hydrochloric acid), O1CCOCC1 (dioxane). Product: N[C@H]([C@H](C[C@H](C(=O)NCC(C)(C)C(N)=O)C(C)C)O)C[C@@H](C(C)C)CC1=CC(=C(C=C1)OC)OCCCOC ((2S,4S,5S,7S)-5-amino-N-(2-carbamoyl-2-methylpropyl)-4-hydroxy-2-isopropyl-7-[4-methoxy-3-(3-methoxypropoxy)benzyl]-8-methylnonanamide). RXN SMILES: C(OC(=O)[NH:7][C@@H:8]([CH2:26][C@H:27]([CH2:31][C:32]1[CH:37]=[CH:36][C:35]([O:38][CH3:39])=[C:34]([O:40][CH2:41][CH2:42][CH2:43][O:44][CH3:45])[CH:33]=1)[CH:28]([CH3:30])[CH3:29])[C@@H:9]([OH:25])[CH2:10][C@H:11]([C:15](=[O:24])[NH:16][CH2:17][C:18]([C:21](=[O:23])[NH2:22])([CH3:20])[CH3:19])[CH:12]([CH3:14])[CH3:13])(C)(C)C.C(=O)(O)[O-].[Na+]>Cl.O1CCOCC1>[NH2:7][C@@H:8]([CH2:26][C@H:27]([CH2:31][C:32]1[CH:37]=[CH:36][C:35]([O:38][CH3:39])=[C:34]([O:40][CH2:41][CH2:42][CH2:43][O:44][CH3:45])[CH:33]=1)[CH:28]([CH3:29])[CH3:30])[C@@H:9]([OH:25])[CH2:10][C@@H:11]([CH:12]([CH3:13])[CH3:14])[C:15]([NH:16][CH2:17][C:18]([C:21](=[O:23])[NH2:22])([CH3:20])[CH3:19])=[O:24] |f:1.2|. Reported procedure: Product 13 is dissolved in a mixture of 4.0M hydrochloric acid in dioxane. The solution is stirred for 24 hours at room temperature and neutralized with solid sodium bicarbonate. The suspension is filtered and the solvent removed in vacuum to give the product as a foam (for characterization see e.g. EP 0 678 503, Example 137).